This data is from the Open Reaction Database (ORD), a public repository of structured organic reaction records. The task is: describe an organic reaction: reactants, conditions, products, and yield Starting materials: FC(F)(F)c1ccc(CCl)cn1, O=c1[nH]nc2cc(-c3ccc(Cl)cc3)c(Cl)nn12, [K+], [K+], O=C([O-])[O-], CN(C)C=O, O. The product is O=c1n(Cc2ccc(C(F)(F)F)nc2)nc2cc(-c3ccc(Cl)cc3)c(Cl)nn12. RXN SMILES: [Cl:19][CH2:20][c:21]1[cH:22][cH:23][c:24]([C:27]([F:28])([F:29])[F:30])[n:25][cH:26]1.[Cl:1][c:2]1[c:3](-[c:12]2[cH:13][cH:14][c:15]([Cl:18])[cH:16][cH:17]2)[cH:4][c:5]2[n:6]([n:7]1)[c:8](=[O:11])[nH:9][n:10]2.[K+:31].[K+:32].[O-:33][C:34]([O-:35])=[O:36].[O:37]=[CH:38][N:39]([CH3:40])[CH3:41].[OH2:42]>>[Cl:1][c:2]1[c:3](-[c:12]2[cH:13][cH:14][c:15]([Cl:18])[cH:16][cH:17]2)[cH:4][c:5]2[n:6]([n:7]1)[c:8](=[O:11])[n:9]([CH2:20][c:21]1[cH:22][cH:23][c:24]([C:27]([F:28])([F:29])[F:30])[n:25][cH:26]1)[n:10]2.